Dataset: the Open Reaction Database (ORD), a public repository of structured organic reaction records. Task: describe an organic reaction: reactants, conditions, products, and yield Reactants: CC1=CC=C(CP(OCC2=CC=CC=C2)=O)C=C1 (4-methylbenzyl-O-benzylphosphinic acid), [H-].[Na+] (sodium hydride), Cl (HCl), C(C1=CC=CC=C1)OC(=O)C(CP(O)(=O)CCCC1=CC=CC=C1)CCC(=O)OCC1=CC=CC=C1 (2,4-di(benzyloxycarbonyl)-butyl(3-phenylpropyl)phosphinic acid). The solvent is C1CCOC1 (THF), CCOC(=O)C (EtOAc). Conditions: time 4 hour. Yields the product C1(=CC=CC=C1)CCCP(=O)(O)CC(C(=O)O)CCC(=O)O (2-[(3-phenylpropylhydroxyphosphinyl)methyl]pentanedioic acid). Yield: 163.0%. Reaction SMILES: CC1C=CC(CP(=O)OCC2C=CC=CC=2)=CC=1.[H-].[Na+].C([O:28][C:29]([CH:31]([CH2:45][CH2:46][C:47]([O:49]CC1C=CC=CC=1)=[O:48])[CH2:32][P:33]([CH2:36][CH2:37][CH2:38][C:39]1[CH:44]=[CH:43][CH:42]=[CH:41][CH:40]=1)(=[O:35])[OH:34])=[O:30])C1C=CC=CC=1.Cl>C1COCC1.CCOC(C)=O>[C:39]1([CH2:38][CH2:37][CH2:36][P:33]([CH2:32][CH:31]([CH2:45][CH2:46][C:47]([OH:49])=[O:48])[C:29]([OH:30])=[O:28])([OH:35])=[O:34])[CH:44]=[CH:43][CH:42]=[CH:41][CH:40]=1 |f:1.2|. Procedure details: To a solution of 4-methylbenzyl-O-benzylphosphinic acid (2, R=4-methylbenzyl) (2.16 g, 8.3 mmol) in THF (15 mL) was added sodium hydride (0.10 g, 60% dispersion in oil) followed by dibenzyl 2-methylenepentanedioate (3) (3.24 g) at 0° C., and the mixture was stirred at room temperature for 4 hours. The reaction mixture was then diluted with EtOAc (50 mL) and poured into 1N HCl (50 mL). The organic layer was separated, dried over Na2SO4, and concentrated. This material was purified by silica gel c... Reaction SMILES: [Cl:1][C:2]1[N:10]=[C:9]2[C:5]([N:6]=[CH:7][N:8]2[CH:11]2[CH2:15][CH2:14][CH2:13][CH2:12]2)=[C:4](Cl)[N:3]=1.[CH3:17][O:18][C:19]1[CH:20]=[C:21]([CH:24]=[C:25]([O:27][CH3:28])[CH:26]=1)[CH2:22][NH2:23]>C(N(CC)CC)C>[Cl:1][C:2]1[N:10]=[C:9]2[C:5]([N:6]=[CH:7][N:8]2[CH:11]2[CH2:15][CH2:14][CH2:13][CH2:12]2)=[C:4]([NH:23][CH2:22][C:21]2[CH:24]=[C:25]([O:27][CH3:28])[CH:26]=[C:19]([O:18][CH3:17])[CH:20]=2)[N:3]=1. Run in C(C)N(CC)CC (triethylamine). Reactants: ClC1=NC(=C2N=CN(C2=N1)C1CCCC1)Cl (2,6-dichloro-9-cyclopentylpurine), COC=1C=C(CN)C=C(C1)OC (3,5-dimethoxybenzylamine). Yields the product ClC1=NC(=C2N=CN(C2=N1)C1CCCC1)NCC1=CC(=CC(=C1)OC)OC (2-Chloro-6-[(3,5-dimethoxybenzyl)amino]-9-cyclopentylpurine). Procedure: 2-Chloro-6-[(3,5-dimethoxybenzyl)amino]-9-cyclopentylpurine is prepared from 2,6-dichloro-9-cyclopentylpurine, 3,5-dimethoxybenzylamine, and triethylamine essentially as described above in Example 1, Scheme A, step b. Procedure: This was prepared using the same procedure as for 5-bromo-3-nitro-4-(4-(1-(pyridin-2-yl)ethyl)piperazin-1-yl)pyridin-2-amine, but here using tert-butyl 4-((6-methoxypyridin-3-yl)methyl)piperazine-1-carboxylate (1.1 eq, 0.54 mmol, 165 mg), TFA (1 mL) and CH2Cl2 (3 mL), then 5-bromo-4-chloro-3-nitropyridin-2-amine (123 mg, 0.49 mmol) in iPrOH (3.5 mL) and DIPEA (1 mL). Filtration and washing as previously described gave the product (89 mg, 40% for two steps) as a yellow solid; δH (500 MHz, DMSO-d6... Starting materials: BrC=1C(=C(C(=NC1)N)[N+](=O)[O-])N1CCN(CC1)C(C)C1=NC=CC=C1 (5-bromo-3-nitro-4-(4-(1-(pyridin-2-yl)ethyl)piperazin-1-yl)pyridin-2-amine), BrC=1C(=C(C(=NC1)N)[N+](=O)[O-])Cl (5-bromo-4-chloro-3-nitropyridin-2-amine), COC1=CC=C(C=N1)CN1CCN(CC1)C(=O)OC(C)(C)C (tert-butyl 4-((6-methoxypyridin-3-yl)methyl)piperazine-1-carboxylate), C(=O)(C(F)(F)F)O (TFA). Product: BrC=1C(=C(C(=NC1)N)[N+](=O)[O-])N1CCN(CC1)CC=1C=NC(=CC1)OC (5-Bromo-4-(4-((6-methoxypyridin-3-yl)methyl)piperazin-1-yl)-3-nitropyridin-2-amine). Reaction SMILES: [Br:1][C:2]1[C:3]([N:12]2[CH2:17][CH2:16][N:15]([CH:18](C3C=CC=CN=3)C)[CH2:14][CH2:13]2)=[C:4]([N+:9]([O-:11])=[O:10])[C:5]([NH2:8])=[N:6][CH:7]=1.[CH3:26][O:27][C:28]1[N:33]=[CH:32][C:31](CN2CCN(C(OC(C)(C)C)=O)CC2)=[CH:30][CH:29]=1.C(O)(C(F)(F)F)=O.BrC1C(Cl)=C([N+]([O-])=O)C(N)=NC=1>CC(O)C.CCN(C(C)C)C(C)C.C(Cl)Cl>[Br:1][C:2]1[C:3]([N:12]2[CH2:17][CH2:16][N:15]([CH2:18][C:31]3[CH:32]=[N:33][C:28]([O:27][CH3:26])=[CH:29][CH:30]=3)[CH2:14][CH2:13]2)=[C:4]([N+:9]([O-:11])=[O:10])[C:5]([NH2:8])=[N:6][CH:7]=1. The solvent is CC(C)O (iPrOH), C(Cl)Cl (CH2Cl2), CCN(C(C)C)C(C)C (DIPEA). The reactants are C1CCOC1, CCOC(C)=O, Nc1ccc(Cl)c(-c2ccccn2)c1, Cc1nc(C(F)(F)F)ccc1C(=O)Cl. The product is Cc1nc(C(F)(F)F)ccc1C(=O)Nc1ccc(Cl)c(-c2ccccn2)c1. As a reaction SMILES: [CH2:35]1[O:36][CH2:37][CH2:38][CH2:39]1.[CH3:29][CH2:30][O:31][C:32]([CH3:33])=[O:34].[Cl:15][c:16]1[c:17](-[c:23]2[n:24][cH:25][cH:26][cH:27][cH:28]2)[cH:18][c:19]([NH2:20])[cH:21][cH:22]1.[F:1][C:2]([c:3]1[cH:4][cH:5][c:6]([C:10](=[O:11])[Cl:12])[c:7]([CH3:9])[n:8]1)([F:13])[F:14]>>[F:1][C:2]([c:3]1[cH:4][cH:5][c:6]([C:10](=[O:11])[NH:20][c:19]2[cH:18][c:17](-[c:23]3[n:24][cH:25][cH:26][cH:27][cH:28]3)[c:16]([Cl:15])[cH:22][cH:21]2)[c:7]([CH3:9])[n:8]1)([F:13])[F:14]. Reactants: Cl, CCC(C)(C)NCC(=O)c1cc(Cl)c(N)c(C#N)c1. Yields the product CCC(C)(C)NCC(O)c1cc(Cl)c(N)c(C#N)c1. As a reaction SMILES: [ClH:1].[NH2:2][c:3]1[c:4]([Cl:20])[cH:5][c:6]([C:11]([CH2:12][NH:13][C:14]([CH3:15])([CH3:16])[CH2:17][CH3:18])=[O:19])[cH:7][c:8]1[C:9]#[N:10]>>[NH2:2][c:3]1[c:4]([Cl:20])[cH:5][c:6]([CH:11]([CH2:12][NH:13][C:14]([CH3:15])([CH3:16])[CH2:17][CH3:18])[OH:19])[cH:7][c:8]1[C:9]#[N:10].